This data is from the Open Reaction Database (ORD), a public repository of structured organic reaction records. The task is: describe an organic reaction: reactants, conditions, products, and yield Reactants: COC(=O)N1C[C@H]([C@H](CC1)N(C1=C(C=CC=C1)F)C(CC)=O)C (cis-1-methoxycarbonyl-3-methyl-4-[(1-oxo-propyl)-2-fluorophenylamino]-piperidine), [OH-].[Na+] (NaOH). Run in Br (HBr). Conditions: temperature 0 celsius. Yields the product C[C@@H]1CNCC[C@@H]1NC1=C(C=CC=C1)F (cis-3-methyl-4-(2-fluorophenylamino)-piperidine). Reaction SMILES: COC([N:5]1[CH2:10][CH2:9][C@H:8]([N:11](C(=O)CC)[C:12]2[CH:17]=[CH:16][CH:15]=[CH:14][C:13]=2[F:18])[C@H:7]([CH3:23])[CH2:6]1)=O.[OH-].[Na+]>Br>[CH3:23][C@H:7]1[C@@H:8]([NH:11][C:12]2[CH:17]=[CH:16][CH:15]=[CH:14][C:13]=2[F:18])[CH2:9][CH2:10][NH:5][CH2:6]1 |f:1.2|. Procedure: A suspension of cis-1-methoxycarbonyl-3-methyl-4-[(1-oxo-propyl)-2-fluorophenylamino]-piperidine (3.2 g, 9.89 mmol) in 48% aqueous HBr (20 ml) is refluxed for two hours. Upon heating the mixture dissolution occurs. The solution is cooled to 0° C. and 5N NaOH is added until the pH is between 11 and 12. The aqueous phase is extracted with methylene chloride (5×) and the combined organics dried over sodium sulfate and concentrated to give cis-3-methyl-4-(2-fluorophenylamino)-piperidine as an oil: 2... The reactants are Cl (hydrochloric acid), [BH4-].[Na+] (Sodium borohydride), C1(=CC=CC=C1)C=1SC=C(N1)COC1=CC=C(C=O)C=C1 (4-(2-phenyl-4-thiazolylmethoxy)benzaldehyde), O1CCCC1 (tetrahydrofuran). Run in CO (methanol), O (water). Run at time 30 minute. Yields the product C1(=CC=CC=C1)C=1SC=C(N1)COC1=CC=C(CO)C=C1 (4-(2-phenyl-4-thiazolylmethoxy)benzyl alcohol). Yield: 90.1%. As a reaction SMILES: [BH4-].[Na+].[C:3]1([C:9]2[S:10][CH:11]=[C:12]([CH2:14][O:15][C:16]3[CH:23]=[CH:22][C:19]([CH:20]=[O:21])=[CH:18][CH:17]=3)[N:13]=2)[CH:8]=[CH:7][CH:6]=[CH:5][CH:4]=1.O1CCCC1.Cl>O.CO>[C:3]1([C:9]2[S:10][CH:11]=[C:12]([CH2:14][O:15][C:16]3[CH:17]=[CH:18][C:19]([CH2:20][OH:21])=[CH:22][CH:23]=3)[N:13]=2)[CH:4]=[CH:5][CH:6]=[CH:7][CH:8]=1 |f:0.1|. Procedure: Sodium borohydride (0.45 g) was added to a mixture of 4-(2-phenyl-4-thiazolylmethoxy)benzaldehyde (6.35 g), tetrahydrofuran (30 ml) and methanol (20 ml) under ice-cooling, which was stirred at room temperature for 30 minutes. The reaction mixture was neutralized with dilute hydrochloric acid and water to give a precipitate, which was collected by filtration and then air-dried to obtain crystals of 4-(2-phenyl-4-thiazolylmethoxy)benzyl alcohol (5.76 g, yield 90%). This was recrystallized from eth... The reactants are O=C1CC(OC2=CC=C(C=C12)C=1C=C(C#N)C=CC1)C1=NC=CC=C1 (3-(4-oxo-2-(pyridin-2-yl)chroman-6-yl)benzonitrile), ice water, C(=N[Si](C)(C)C)=N[Si](C)(C)C (N,N′-methanediylidenebis(1,1,1-trimethylsilanamine)). The reagents and catalysts are Cl[Ti](Cl)(Cl)Cl (TiCl4). Run in C(Cl)Cl (DCM). Conditions: time 1 hour. Product: C(#N)C=1C=C(C=CC1)C=1C=C2\C(\CC(OC2=CC1)C1=NC=CC=C1)=N/C#N ((Z)—N-(6-(3-cyanophenyl)-2-(pyridin-2-yl)chroman-4-ylidene)cyanamide). The yield is 190.3%. RXN SMILES: O=[C:2]1[C:11]2[C:6](=[CH:7][CH:8]=[C:9]([C:12]3[CH:13]=[C:14]([CH:17]=[CH:18][CH:19]=3)[C:15]#[N:16])[CH:10]=2)[O:5][CH:4]([C:20]2[CH:25]=[CH:24][CH:23]=[CH:22][N:21]=2)[CH2:3]1.[C:26](=[N:32][Si](C)(C)C)=[N:27][Si](C)(C)C>C(Cl)Cl.Cl[Ti](Cl)(Cl)Cl>[C:15]([C:14]1[CH:13]=[C:12]([C:9]2[CH:10]=[C:11]3[C:6](=[CH:7][CH:8]=2)[O:5][CH:4]([C:20]2[CH:25]=[CH:24][CH:23]=[CH:22][N:21]=2)[CH2:3]/[C:2]/3=[N:32]/[C:26]#[N:27])[CH:19]=[CH:18][CH:17]=1)#[N:16]. Reported procedure: To a solution of 3-(4-oxo-2-(pyridin-2-yl)chroman-6-yl)benzonitrile (50 mg, 0.15 mmol) in DCM (2 mL) was added TiCl4 (1 mL, 1 M in CH2Cl2) dropwise within 15 minutes at room temperature. After stirring for 1 h, N,N′-methanediylidenebis(1,1,1-trimethylsilanamine) (0.07 mL, 0.31 mmol) was added dropwise. The mixture was stirred at room temperature overnight and poured into ice-water (25 g). The organic layer was separated and the aqueous layer was extracted with CH2Cl2. The combined organic layer ... Starting materials: CCO, O=c1oc(-c2ccccc2)cc(O)c1C(CCc1ccccc1)Sc1ccccc1. The product is O=c1oc(-c2ccccc2)cc(O)c1CCCc1ccccc1. RXN SMILES: [CH3:31][CH2:32][OH:33].[OH:1][c:2]1[c:3]([CH:15]([CH2:16][CH2:17][c:18]2[cH:19][cH:20][cH:21][cH:22][cH:23]2)[S:24][c:25]2[cH:26][cH:27][cH:28][cH:29][cH:30]2)[c:4](=[O:14])[o:5][c:6](-[c:8]2[cH:9][cH:10][cH:11][cH:12][cH:13]2)[cH:7]1>>[OH:1][c:2]1[c:3]([CH2:15][CH2:16][CH2:17][c:18]2[cH:19][cH:20][cH:21][cH:22][cH:23]2)[c:4](=[O:14])[o:5][c:6](-[c:8]2[cH:9][cH:10][cH:11][cH:12][cH:13]2)[cH:7]1.